From a dataset of the Open Reaction Database (ORD), a public repository of structured organic reaction records. describe an organic reaction: reactants, conditions, products, and yield Starting materials: Cc1cc(Nc2ncc(Cl)c(Nc3ccccc3S(=O)(=O)C(F)F)n2)c(OC(C)C)cc1C1CCNCC1, Cl, O=C(Cl)C1CCCN1. The product is Cc1cc(Nc2ncc(Cl)c(Nc3ccccc3S(=O)(=O)C(F)F)n2)c(OC(C)C)cc1C1CCN(C(=O)C2CCCN2)CC1. Reaction SMILES: [Cl:1][c:2]1[c:3]([NH:26][c:27]2[c:28]([S:33](=[O:34])(=[O:35])[CH:36]([F:37])[F:38])[cH:29][cH:30][cH:31][cH:32]2)[n:4][c:5]([NH:8][c:9]2[c:10]([O:22][CH:23]([CH3:24])[CH3:25])[cH:11][c:12]([CH:16]3[CH2:17][CH2:18][NH:19][CH2:20][CH2:21]3)[c:13]([CH3:15])[cH:14]2)[n:6][cH:7]1.[ClH:39].[NH:40]1[CH:41]([C:45](=[O:46])[Cl:47])[CH2:42][CH2:43][CH2:44]1>>[Cl:1][c:2]1[c:3]([NH:26][c:27]2[c:28]([S:33](=[O:34])(=[O:35])[CH:36]([F:37])[F:38])[cH:29][cH:30][cH:31][cH:32]2)[n:4][c:5]([NH:8][c:9]2[c:10]([O:22][CH:23]([CH3:24])[CH3:25])[cH:11][c:12]([CH:16]3[CH2:17][CH2:18][N:19]([C:45]([CH:41]4[NH:40][CH2:44][CH2:43][CH2:42]4)=[O:46])[CH2:20][CH2:21]3)[c:13]([CH3:15])[cH:14]2)[n:6][cH:7]1. The reactants are TEA, FC1=C(C=CC=C1)S(=O)(=O)Cl (2-fluorobenzene-1-sulfonyl chloride), NC1=CC=CC(=N1)C1=CC2=C(N=C(S2)NC(C)=O)C=C1 (N-(6-(6-Aminopyridin-2-yl)benzo[d]thiazol-2-yl)acetamide). The reagents and catalysts are CN(C)C=1C=CN=CC1 (DMAP). Run in CS(=O)C (DMSO), CS(=O)C (DMSO). The product is FC1=C(C=CC=C1)S(=O)(=O)NC1=CC=CC(=N1)C1=CC2=C(N=C(S2)NC(C)=O)C=C1 (N-(6-(6-(2-fluorophenylsulfonamido)pyridin-2-yl)benzo[d]thiazol-2-yl)acetamide). As a reaction SMILES: [NH2:1][C:2]1[N:7]=[C:6]([C:8]2[CH:20]=[CH:19][C:11]3[N:12]=[C:13]([NH:15][C:16](=[O:18])[CH3:17])[S:14][C:10]=3[CH:9]=2)[CH:5]=[CH:4][CH:3]=1.[F:21][C:22]1[CH:27]=[CH:26][CH:25]=[CH:24][C:23]=1[S:28](Cl)(=[O:30])=[O:29]>CS(C)=O.CN(C1C=CN=CC=1)C>[F:21][C:22]1[CH:27]=[CH:26][CH:25]=[CH:24][C:23]=1[S:28]([NH:1][C:2]1[N:7]=[C:6]([C:8]2[CH:20]=[CH:19][C:11]3[N:12]=[C:13]([NH:15][C:16](=[O:18])[CH3:17])[S:14][C:10]=3[CH:9]=2)[CH:5]=[CH:4][CH:3]=1)(=[O:30])=[O:29]. Procedure: N-(6-(6-Aminopyridin-2-yl)benzo[d]thiazol-2-yl)acetamide (0.220 g, 0.775 mmol) was dissolved in DMSO (3 mL). TEA (0.3 mL, 2 mmol), DMAP (0.020 g, 0.16 mmol), and 2-fluorobenzene-1-sulfonyl chloride (0.4 mL, 3 mmol) were added to the mixture while stirring. The mixture was allowed to stir under inert atmosphere overnight and then it was diluted with DMSO and purified by reverse phase HPLC to give N-(6-(6-(2-fluorophenylsulfonamido)pyridin-2-yl)benzo[d]thiazol-2-yl)acetamide as a yellow solid. MS ...